Task: describe an organic reaction: reactants, conditions, products, and yield. Dataset: the Open Reaction Database (ORD), a public repository of structured organic reaction records The reactants are [Cu]C#N (Copper(I)cyanide), C(C1=CC=CC=C1)OC[C@@H]1OC1 ((R)-(-)-2-(benzyloxymethyl)oxirane), [NH4+].[Cl-] (NH4Cl), [NH4+].[OH-] (NH4OH), C(=C)[Mg]Br (vinylmagnesium bromide), epoxide. Solvent: C1CCOC1 (THF), C1CCOC1 (THF). Reaction conditions: temperature -78 celsius, time 5 hour. Yields the product C(C1=CC=CC=C1)OC[C@H](CC=C)O (1-Benzyloxy-2(S)-hydroxy-4-pentene). Reaction SMILES: [Cu]C#N.[CH2:4]([O:11][CH2:12][C@H:13]1[CH2:15][O:14]1)[C:5]1[CH:10]=[CH:9][CH:8]=[CH:7][CH:6]=1.[CH:16]([Mg]Br)=[CH2:17].[NH4+].[Cl-].[NH4+].[OH-]>C1COCC1>[CH2:4]([O:11][CH2:12][C@@H:13]([OH:14])[CH2:15][CH:16]=[CH2:17])[C:5]1[CH:10]=[CH:9][CH:8]=[CH:7][CH:6]=1 |f:3.4,5.6|. Procedure details: Copper(I)cyanide (120 mg, 1.34 mmol) was added to a solution of (R)-(-)-2-(benzyloxymethyl)oxirane (2.4 g, 14.6 mmol) in dry THF (200 ml). This mixture was cooled to -78° C. under argon atmosphere. A solution of vinylmagnesium bromide in THF (26 ml, 1M, 26 mmol) was added slowly to the epoxide solution at -78° C. The reaction mixture was stirred for 5 hours while the reaction temperature was allowed to warm to 0° C. Saturated aqueous NH4Cl and NH4OH were added to the reaction mixture till the re... Starting materials: [H-].[Li+] (lithium hydride), C(C)N1C(NC=2C(C1=O)=[N+](ON2)[O-])=O (6-ethyl-[1,2,5]oxadiazolo[3,4-d]pyrimidine-5,7(4H,6H)-dione-1-oxide), Cl.N1=CC(=CC=C1)CCl (3-picolyl chloride hydrochloride). Run in CN(C)C=O (DMF). Conditions: temperature 60 celsius. Yields the product C(C)N1C(N(C=2C(C1=O)=[N+](ON2)[O-])CC=2C=NC=CC2)=O (6-ethyl-4-(3-pyridylmethyl)-[1,2,5]oxadiazolo[3,4-d]pyrimidine-5,7(4H,6H)-dione-1-oxide). The yield is 19.4%. RXN SMILES: [H-].[Li+].[CH2:3]([N:5]1[C:10](=[O:11])[C:9]2=[N+:12]([O-:15])[O:13][N:14]=[C:8]2[NH:7][C:6]1=[O:16])[CH3:4].Cl.[N:18]1[CH:23]=[CH:22][CH:21]=[C:20]([CH2:24]Cl)[CH:19]=1>CN(C=O)C>[CH2:3]([N:5]1[C:10](=[O:11])[C:9]2=[N+:12]([O-:15])[O:13][N:14]=[C:8]2[N:7]([CH2:24][C:20]2[CH:19]=[N:18][CH:23]=[CH:22][CH:21]=2)[C:6]1=[O:16])[CH3:4] |f:0.1,3.4|. Reported procedure: 0.48 g (60 mmol) of lithium hydride is added in portions to a solution of 5.0 g (25 mmol) of 6-ethyl-[1,2,5]oxadiazolo[3,4-d]pyrimidine-5,7(4H,6H)-dione-1-oxide in 250 ml of DMF. The mixture is heated at 60° C. for 15 minutes, then 4.9 g (30 mmol) of 3-picolyl chloride hydrochloride are added and the mixture is heated at 80° C. for 3 hours. It is then largely concentrated, the residue is taken up with ethyl acetate and the mixture is extracted with 10% strength hydrochloric acid. The aqueous ext... The reactants are C1(CC1)N1C=C(C(C2=CC(=C(N=C12)O)F)=O)C(=O)O (1-cyclopropyl-6-fluoro-1,4-dihydro-7-hydroxy-4-oxo-1,8-naphthyridine-3-carboxylic acid), P(=O)(Cl)(Cl)Cl (phosphorus oxychloride). Yields the product ClC1=C(C=C2C(C(=CN(C2=N1)C1CC1)C(=O)O)=O)F (7-Chloro-1-cyclopropyl-6-fluoro-1,4-dihydro-4-oxo-1,8-naphthyridine-3-carboxylic acid). As a reaction SMILES: [CH:1]1([N:4]2[C:13]3[C:8](=[CH:9][C:10]([F:15])=[C:11](O)[N:12]=3)[C:7](=[O:16])[C:6]([C:17]([OH:19])=[O:18])=[CH:5]2)[CH2:3][CH2:2]1.P(Cl)(Cl)([Cl:22])=O>>[Cl:22][C:11]1[N:12]=[C:13]2[C:8]([C:7](=[O:16])[C:6]([C:17]([OH:19])=[O:18])=[CH:5][N:4]2[CH:1]2[CH2:3][CH2:2]2)=[CH:9][C:10]=1[F:15]. Procedure details: A suspension of 0.19 g (0.72 mmole) of 1-cyclopropyl-6-fluoro-1,4-dihydro-7-hydroxy-4-oxo-1,8-naphthyridine-3-carboxylic acid in 2 ml of phosphorus oxychloride was heated at reflux for 1/2 hour. The resulting solution was cooled to room temperature and the solvent was removed in vacuo. The residue was triturated with ice-water and the resulting solid was removed by filtration, washed with water, then ether and dried in vacuo to give 0.11 g of the title compound, mp 209°-212° C.